This data is from the Open Reaction Database (ORD), a public repository of structured organic reaction records. The task is: describe an organic reaction: reactants, conditions, products, and yield Starting materials: C(C1=CC=CC=C1)OC1=C2CCCC(C2=C(C=C1)C)C(=O)O (5-benzyloxy-8-methyl-1,2,3,4-tetrahydronaphthalene-1-carboxylic acid), CN(C1=CC=C(C=C1)CNC1=CC=C(C=C1)C(C)C)C ([(4-dimethylaminophenyl)methyl](4-isopropylphenyl)amine). Yields the product C(C1=CC=CC=C1)OC1=C2CCCC(C2=C(C=C1)C)C(=O)N(C1=CC=C(C=C1)C(C)C)CC1=CC=C(C=C1)N(C)C (5-benzyloxy-N-[(4-dimethylaminophenyl)methyl]-N-(4-isopropylphenyl)-8-methyl-1,2,3,4-tetrahydronaphthalene-1-carboxamide). Yield: 65.5%. Reaction SMILES: [CH2:1]([O:8][C:9]1[CH:18]=[CH:17][C:16]([CH3:19])=[C:15]2[C:10]=1[CH2:11][CH2:12][CH2:13][CH:14]2[C:20](O)=[O:21])[C:2]1[CH:7]=[CH:6][CH:5]=[CH:4][CH:3]=1.[CH3:23][N:24]([CH3:42])[C:25]1[CH:30]=[CH:29][C:28]([CH2:31][NH:32][C:33]2[CH:38]=[CH:37][C:36]([CH:39]([CH3:41])[CH3:40])=[CH:35][CH:34]=2)=[CH:27][CH:26]=1>>[CH2:1]([O:8][C:9]1[CH:18]=[CH:17][C:16]([CH3:19])=[C:15]2[C:10]=1[CH2:11][CH2:12][CH2:13][CH:14]2[C:20]([N:32]([CH2:31][C:28]1[CH:27]=[CH:26][C:25]([N:24]([CH3:42])[CH3:23])=[CH:30][CH:29]=1)[C:33]1[CH:38]=[CH:37][C:36]([CH:39]([CH3:40])[CH3:41])=[CH:35][CH:34]=1)=[O:21])[C:2]1[CH:3]=[CH:4][CH:5]=[CH:6][CH:7]=1. Procedure details: By the reaction and treatment in the same manner as in Example 12 using 5-benzyloxy-8-methyl-1,2,3,4-tetrahydronaphthalene-1-carboxylic acid (0.5 g) and [(4-dimethylaminophenyl)methyl](4-isopropylphenyl)amine (0.45 g) as starting materials, 5-benzyloxy-N-[(4-dimethylaminophenyl)methyl]-N-(4-isopropylphenyl)-8-methyl-1,2,3,4-tetrahydronaphthalene-1-carboxamide (0.6 g) was obtained. The reactants are BrC=1C=C2C=3N(C(C(NC3C1)=O)=O)C(CC2)CC(=O)O (9-bromo-5-carboxymethyl-6,7-dihydro-1H, 5H-pyrido[1,2,3-de]quinoxaline-2,3-dione), NC=1C=NC=CC1 (3-aminopyridine). The product is BrC=1C=C2C=3N(C(C(NC3C1)=O)=O)C(CC2)CC(NC=2C=NC=CC2)=O (9-Bromo-5-(3-pyridylcarbamoylmethyl)-6,7-dihydro-1H, 5H-pyrido[1,2,3-de]quinoxaline-2,3-dione). The yield is 81.9%. RXN SMILES: [Br:1][C:2]1[CH:3]=[C:4]2[CH2:16][CH2:15][CH:14]([CH2:17][C:18](O)=[O:19])[N:6]3[C:7](=[O:13])[C:8](=[O:12])[NH:9][C:10]([CH:11]=1)=[C:5]23.[NH2:21][C:22]1[CH:23]=[N:24][CH:25]=[CH:26][CH:27]=1>>[Br:1][C:2]1[CH:3]=[C:4]2[CH2:16][CH2:15][CH:14]([CH2:17][C:18](=[O:19])[NH:21][C:22]3[CH:23]=[N:24][CH:25]=[CH:26][CH:27]=3)[N:6]3[C:7](=[O:13])[C:8](=[O:12])[NH:9][C:10]([CH:11]=1)=[C:5]23. Procedure details: A procedure similar to that described in Example 51 was carried out with 9-bromo-5-carboxymethyl-6,7-dihydro-1H, 5H-pyrido[1,2,3-de]quinoxaline-2,3-dione (170 mg, 0.5 mmol) and 3-aminopyridine (60 mg, 0.64 mmol) to give 170 mg of the title compound (80%): mp>270° C.; 1H NMR (270 MHz, DMSO-d6) δ12.08 (bs, 1H), 10.58 (s, 1H), 8.31 (d, 1H, J=4.6 Hz), 8.07 (t, 2H, J=8.1 Hz), 7.79 (t, 1H, J=8.1 Hz), 7.24 (d, 1H, J=2 Hz), 7.17 (d, 1H, J=2 Hz), 7.10 (dd, 1H, J=4.6, 8.1 Hz), 5.17~5.27 (m, 1H), 3.06 (ddd... The reactants are CCOC(=O)COc1ccc(NC(=O)c2csc(NC(=O)NCc3ccccc3)n2)cc1, [CH2]C, CCO, [Na+], [OH-]. The product is O=C(O)COc1ccc(NC(=O)c2csc(NC(=O)NCc3ccccc3)n2)cc1. As a reaction SMILES: [CH2:1]([c:2]1[cH:3][cH:4][cH:5][cH:6][cH:7]1)[NH:8][C:9]([NH:10][c:11]1[s:12][cH:13][c:14]([C:16](=[O:17])[NH:18][c:19]2[cH:20][cH:21][c:22]([O:23][CH2:24][C:25](=[O:26])[O:27][CH2:28][CH3:29])[cH:30][cH:31]2)[n:15]1)=[O:32].[CH2:35][CH3:36].[CH3:37][CH2:38][OH:39].[Na+:34].[OH-:33]>>[CH2:1]([c:2]1[cH:3][cH:4][cH:5][cH:6][cH:7]1)[NH:8][C:9]([NH:10][c:11]1[s:12][cH:13][c:14]([C:16](=[O:17])[NH:18][c:19]2[cH:20][cH:21][c:22]([O:23][CH2:24][C:25](=[O:26])[OH:27])[cH:30][cH:31]2)[n:15]1)=[O:32]. Reactants: C([O-])([O-])=O.[K+].[K+] (potassium carbonate), [I-].[K+] (potassium iodide), BrCCC=C(CCOC(C)C)C (1-bromo-6-isopropoxy-4-methyl-3-hexene), C1OC=2C=C(C=CC2O1)O (3,4-methylendioxy-phenol). Run in CC(=O)C (acetone). Product: C(C)(C)OCCC(=CCCOC1=CC2=C(OCO2)C=C1)C (5-(6-Isopropoxy-4-methyl-3-hexenyloxy)-1,3-benzodioxol). Reaction SMILES: C(=O)([O-])[O-].[K+].[K+].[I-].[K+].Br[CH2:10][CH2:11][CH:12]=[C:13]([CH3:20])[CH2:14][CH2:15][O:16][CH:17]([CH3:19])[CH3:18].[CH2:21]1[O:29][C:28]2[CH:27]=[CH:26][C:25]([OH:30])=[CH:24][C:23]=2[O:22]1>CC(C)=O>[CH:17]([O:16][CH2:15][CH2:14][C:13]([CH3:20])=[CH:12][CH2:11][CH2:10][O:30][C:25]1[CH:26]=[CH:27][C:28]2[O:29][CH2:21][O:22][C:23]=2[CH:24]=1)([CH3:19])[CH3:18] |f:0.1.2,3.4|. Reported procedure: 2.35 g (0.017 mol) of potassium carbonate and 50 mg of potassium iodide are added to a solution of 4.0 g (0.017 mol) of 1-bromo-6-isopropoxy-4-methyl-3-hexene and 2.35 g (0.017 mol) of 3,4-methylendioxy-phenol in 120 cc of acetone. The suspension is boiled under reflux during the course of 20 hours, is then filtered and liberated from acetone in a vacuum. The residue is taken up in ether, washed with water and saturated salt solution, dried over sodium sulphate and evaporated. The residue is chr... The reactants are CC1=C(N=C(O1)C1=CC=C(C(=O)OC)C=C1)CS(=O)(=O)C1=CC(=CC=C1)C (Methyl 4-(5-Methyl-4-{[(3-methylphenyl)sulfonyl]methyl}-1,3-oxazol-2-yl)benzoate). Solvent: Cl (HCl). The product is CC1=C(N=C(O1)C1=CC=C(C(=O)O)C=C1)CS(=O)(=O)C1=CC(=CC=C1)C (4-(5-Methyl-4-{[(3-methylphenyl)sulfonyl]methyl}-1,3-oxazol-2-yl)benzoic Acid). Yield: 83.2%. Reaction SMILES: [CH3:1][C:2]1[O:6][C:5]([C:7]2[CH:16]=[CH:15][C:10]([C:11]([O:13]C)=[O:12])=[CH:9][CH:8]=2)=[N:4][C:3]=1[CH2:17][S:18]([C:21]1[CH:26]=[CH:25][CH:24]=[C:23]([CH3:27])[CH:22]=1)(=[O:20])=[O:19]>Cl>[CH3:1][C:2]1[O:6][C:5]([C:7]2[CH:8]=[CH:9][C:10]([C:11]([OH:13])=[O:12])=[CH:15][CH:16]=2)=[N:4][C:3]=1[CH2:17][S:18]([C:21]1[CH:26]=[CH:25][CH:24]=[C:23]([CH3:27])[CH:22]=1)(=[O:20])=[O:19]. Reported procedure: Reaction of benzoate 31 (217 mg, 0.56 mmol) and 6 M HCl (10 mL) gave acid 32 (173 mg, 83%) as a white solid: mp (H2O) 287-290° C.; 1H NMR δ 13.16 (br s, 1H, CO2H), 8.05 (br d, J=8.5 Hz, 2H, H-2, H-6), 7.92 (br d, J=8.5 Hz, 2H, H-3, H-5), 7.63 (br s, 1H, H-2′), 7.54-7.59 (m, 2H, H-4′, H-6′), 7.50 (t, J=7.6 Hz, 1H, H-5′), 4.65 (s, 2H, CH2SO2), 2.37 (s, 3H, CH3), 2.16 (s, 3H, CH3); MS m/z 372.6 (MH+, 100%). Anal. calcd for C19H17NO5S: C, 61.74; H, 4.61; N, 3.77. Found: C, 61.51; H, 4.56; N, 3.80%. The product is O=Cc1cc2nc(Cl)nc(N3CCOCC3)c2s1. The reactants are C1CCOC1, [Li]CCCC, Clc1nc(N2CCOCC2)c2sccc2n1, Cl, CN(C)C=O, O. As a reaction SMILES: [CH2:28]1[O:29][CH2:30][CH2:31][CH2:32]1.[CH3:17][CH2:18][CH2:19][CH2:20][Li:21].[Cl:1][c:2]1[n:3][c:4]([N:11]2[CH2:12][CH2:13][O:14][CH2:15][CH2:16]2)[c:5]2[c:6]([n:7]1)[cH:8][cH:9][s:10]2.[ClH:27].[O:22]=[CH:23][N:24]([CH3:25])[CH3:26].[OH2:33]>>[Cl:1][c:2]1[n:3][c:4]([N:11]2[CH2:12][CH2:13][O:14][CH2:15][CH2:16]2)[c:5]2[c:6]([n:7]1)[cH:8][c:9]([CH:23]=[O:22])[s:10]2. Reported procedure: A mixture of 5-cyano-1,1-dimethyl-2,3-epoxyindane (1.34g), sodium azide (0.533g), and ammonium chloride (0.44g) in dry N,N-dimethylformamide (20 ml) was stirred and heated at 60° C., under nitrogen, for 3h. The mixture was diluted with water, and extracted with ethyl acetate. The combined organic layers were washed with water, brine, and then dried (Na2SO4). Removal of solvents in vacuo, followed by chromatography of the residue (Si gel, eluted with 30% EtOAc in pentane) gave the title compound ... The reactants are C(#N)C=1C=C2C3C(C(C2=CC1)(C)C)O3 (5-cyano-1,1-dimethyl-2,3-epoxyindane), [N-]=[N+]=[N-].[Na+] (sodium azide), [Cl-].[NH4+] (ammonium chloride). Conditions: temperature 60 celsius. The product is C(#N)C=1C=C2[C@H]([C@@H](C(C2=CC1)(C)C)O)N=[N+]=[N-] (Trans-5-Cyano-1,1-dimethyl-3-azido-indan-2-ol). The yield is 56.3%. Run in CN(C=O)C (N,N-dimethylformamide), O (water). RXN SMILES: [C:1]([C:3]1[CH:4]=[C:5]2[C:9](=[CH:10][CH:11]=1)[C:8]([CH3:13])([CH3:12])[CH:7]1[O:14][CH:6]21)#[N:2].[N-:15]=[N+:16]=[N-:17].[Na+].[Cl-].[NH4+]>CN(C)C=O.O>[C:1]([C:3]1[CH:4]=[C:5]2[C:9](=[CH:10][CH:11]=1)[C:8]([CH3:13])([CH3:12])[C@@H:7]([OH:14])[C@@H:6]2[N:15]=[N+:16]=[N-:17])#[N:2] |f:1.2,3.4|.